This data is from the Open Reaction Database (ORD), a public repository of structured organic reaction records. The task is: describe an organic reaction: reactants, conditions, products, and yield Starting materials: COC=1C=C(C=CC1OC)CCN1CC(C1)C(=O)C1=CC=C(C=C1)F ([1-[2-(3,4-dimethoxyphenyl)ethyl]azetidin-3-yl](4-fluorophenyl)-methanone), N1C=NC=C1 (1H-imidazole). Product: COC=1C=C(C=CC1OC)CCN1CC(C1)C(=O)C1=CC=C(C=C1)N1C=NC=C1 ([1-[2-(3,4-Dimethoxyphenyl)ethyl]azetidin-3-yl][4-(1H-imidazol-1-yl)phenyl]methanone). Reaction SMILES: [CH3:1][O:2][C:3]1[CH:4]=[C:5]([CH2:11][CH2:12][N:13]2[CH2:16][CH:15]([C:17]([C:19]3[CH:24]=[CH:23][C:22](F)=[CH:21][CH:20]=3)=[O:18])[CH2:14]2)[CH:6]=[CH:7][C:8]=1[O:9][CH3:10].[NH:26]1[CH:30]=[CH:29][N:28]=[CH:27]1>>[CH3:1][O:2][C:3]1[CH:4]=[C:5]([CH2:11][CH2:12][N:13]2[CH2:16][CH:15]([C:17]([C:19]3[CH:24]=[CH:23][C:22]([N:26]4[CH:30]=[CH:29][N:28]=[CH:27]4)=[CH:21][CH:20]=3)=[O:18])[CH2:14]2)[CH:6]=[CH:7][C:8]=1[O:9][CH3:10]. Procedure details: In a manner similar to Example 26, react [1-[2-(3,4-dimethoxyphenyl)ethyl]azetidin-3-yl](4-fluorophenyl)-methanone with 1H-imidazole to obtain the title compound. Reactants: C1(=CC=CC=C1)[Li] (phenyllithium), NC=1SC(=C(N1)N)C=1SC=C(N1)C=1C=C(C=CC1)NC(=O)C=1SC(=CC1)Cl (N-[3-(2′,4′-diamino-[2,5′]bithiazolyl-4-yl)phenyl]-5-chloro-thiophene-2-carboxamide), C1(=CC=CC=C1)[Li] (phenyllithium), C(C)(=O)O (acetic acid), CN=C=O (methylisocyanate). Yield: 41.0%. Run at time 15 minute. Product: NC=1N=C(SC1C=1SC=C(N1)C=1C=C(C=CC1)NC(=O)C=1SC(=CC1)Cl)NC(=O)NC (5-Chloro-thiophene-2-carboxylic acid {3-[4′-amino-2′-(3-methyl-ureido)-[2,5′]bithiazolyl-4-yl]-phenyl}-amide). Procedure: A solution of N-[3-(2′,4′-diamino-[2,5′]bithiazolyl-4-yl)phenyl]-5-chloro-thiophene-2-carboxamide (0.2307 mmol) (prepared as in Example E(3)), dissolved in anhydrous THF (5.0 mL) and anhydrous N-methylpyrolidinone (1.0 mL) at −78° C., was treated phenyllithium (0.2307 mmol), followed by methylisocyanate (0.3461 mmol). After 5 minutes a second portion of phenyllithium (0.2307 mmol) was added slowly. After stirring for an additional 15 minutes, the reaction was quenched with acetic acid (0.6921 mm... Reaction SMILES: [NH2:1][C:2]1[S:3][C:4]([C:8]2[S:9][CH:10]=[C:11]([C:13]3[CH:14]=[C:15]([NH:19][C:20]([C:22]4[S:23][C:24]([Cl:27])=[CH:25][CH:26]=4)=[O:21])[CH:16]=[CH:17][CH:18]=3)[N:12]=2)=[C:5]([NH2:7])[N:6]=1.C1([Li])C=CC=CC=1.[CH3:35][N:36]=[C:37]=[O:38].C(O)(=O)C>C1COCC1.CO.CN1CCCC1=O>[NH2:7][C:5]1[N:6]=[C:2]([NH:1][C:37]([NH:36][CH3:35])=[O:38])[S:3][C:4]=1[C:8]1[S:9][CH:10]=[C:11]([C:13]2[CH:14]=[C:15]([NH:19][C:20]([C:22]3[S:23][C:24]([Cl:27])=[CH:25][CH:26]=3)=[O:21])[CH:16]=[CH:17][CH:18]=2)[N:12]=1. Solvent: CN1C(CCC1)=O (N-methylpyrolidinone), CO (methanol), C1CCOC1 (THF). Starting materials: diacetyl, OC=1C=C(C=O)C=C(C1O)[N+](=O)[O-] (3,4-dihydroxy-5-nitrobenzaldehyde), N1=CC=C(C=C1)C (4-picoline), C(C)(C)O (isopropanol). The product is [N+](=O)([O-])C1=C(C(O)=CC(=C1)C=CC1=CC=NC=C1)O (3-Nitro-5-[2-(4-pyridyl)vinyl] catechol). Run in C(C)(=O)OC(C)=O (acetic anhydride). RXN SMILES: [OH:1][C:2]1[CH:3]=[C:4]([CH:7]=[C:8]([N+:11]([O-:13])=[O:12])[C:9]=1[OH:10])[CH:5]=O.[N:14]1[CH:19]=[CH:18][C:17]([CH3:20])=[CH:16][CH:15]=1.C(O)(C)C>C(OC(=O)C)(=O)C>[N+:11]([C:8]1[CH:7]=[C:4]([CH:5]=[CH:20][C:17]2[CH:18]=[CH:19][N:14]=[CH:15][CH:16]=2)[CH:3]=[C:2]([OH:1])[C:9]=1[OH:10])([O-:13])=[O:12]. Reported procedure: A solution containing 2.0 g (0.011 mole) of 3,4-dihydroxy-5-nitrobenzaldehyde and 2.23 g (0.024 mole) of 4-picoline in 9.0 ml of acetic anhydride was refluxed for 1 h. About 15 ml of isopropanol was then added and the solution was cooled to 0° C. where upon the diacetyl-derivative of the desired product crystallized. After filtration the product was suspended in 100 ml of 0.5 N hydrochloric acid and refluxed for 1.5 h. After cooling the precipitate was filtered, washed with water and acetone and... The reactants are CCOC(=O)c1scc2c1CCC(CC)(CC)C2, CCO, [Li+], [Na+], [OH-], [OH-]. The product is CCC1(CC)CCc2c(csc2C(=O)O)C1. RXN SMILES: [CH2:1]([CH3:2])[O:3][C:4](=[O:5])[c:6]1[s:7][cH:8][c:9]2[c:10]1[CH2:11][CH2:12][C:13]([CH2:15][CH3:16])([CH2:17][CH3:18])[CH2:14]2.[CH3:19][CH2:20][OH:21].[Li+:23].[Na+:25].[OH-:22].[OH-:24]>>[O:3]=[C:4]([OH:5])[c:6]1[s:7][cH:8][c:9]2[c:10]1[CH2:11][CH2:12][C:13]([CH2:15][CH3:16])([CH2:17][CH3:18])[CH2:14]2. Reactants: COC1C(CNCC1)(C)C (racemic 4-methoxy-3,3-dimethylpiperidine), ClC=1N=C(C2=C(N1)CCN(C2)[C@@H](C)C2=CC=CC=C2)Cl ((S)-2,4-dichloro-6-(1-phenylethyl)-5,6,7,8-tetrahydropyrido[4,3-d]pyrimidine), CCN(C(C)C)C(C)C (DIEA), C(C)(C)O (isopropanol). The solvent is O (water), CCOC(=O)C (EtOAc). Reaction conditions: temperature 60 celsius. Yields the product ClC=1N=C(C2=C(N1)CCN(C2)[C@@H](C)C2=CC=CC=C2)N2CC(C(CC2)OC)(C)C ((±)-2-Chloro-4-(4-methoxy-3,3-dimethylpiperidin-1-yl)-6-((S)-1-phenylethyl)-5,6,7,8-tetrahydropyrido[4,3-d]pyrimidine). As a reaction SMILES: [CH3:1][O:2][CH:3]1[CH2:8][CH2:7][NH:6][CH2:5][C:4]1([CH3:10])[CH3:9].[Cl:11][C:12]1[N:13]=[C:14](Cl)[C:15]2[CH2:21][N:20]([C@H:22]([C:24]3[CH:29]=[CH:28][CH:27]=[CH:26][CH:25]=3)[CH3:23])[CH2:19][CH2:18][C:16]=2[N:17]=1.CCN(C(C)C)C(C)C.C(O)(C)C>O.CCOC(C)=O>[Cl:11][C:12]1[N:13]=[C:14]([N:6]2[CH2:7][CH2:8][CH:3]([O:2][CH3:1])[C:4]([CH3:10])([CH3:9])[CH2:5]2)[C:15]2[CH2:21][N:20]([C@H:22]([C:24]3[CH:29]=[CH:28][CH:27]=[CH:26][CH:25]=3)[CH3:23])[CH2:19][CH2:18][C:16]=2[N:17]=1. Reported procedure: A mixture of racemic 4-methoxy-3,3-dimethylpiperidine (0.30 g, 1.95 mmol), (S)-2,4-dichloro-6-(1-phenylethyl)-5,6,7,8-tetrahydropyrido[4,3-d]pyrimidine (0.40 g, 1.30 mmol), DIEA (0.50 g, 3.90 mmol), and isopropanol (10 mL) was heated at 60° C. for 24 h. The mixture was diluted with water and EtOAc and the organic layer was then separated, dried (Na2SO4), filtered and concentrated. The residue was taken to the next step without further purification. MS (ESI+) m/z 415.2 (M+H)+. Starting materials: CCN(C(C)C)C(C)C, CCOC(=O)CN, CN(C)C=O, O=C(O)c1nc2ccc(Cl)nn2n1, Cl, O. Yields the product CCOC(=O)CNC(=O)c1nc2ccc(Cl)nn2n1. RXN SMILES: [CH2:14]([N:15]([CH:16]([CH3:17])[CH3:18])[CH:19]([CH3:20])[CH3:21])[CH3:22].[CH2:24]([CH3:25])[O:26][C:27]([CH2:28][NH2:29])=[O:30].[CH3:32][N:33]([CH3:34])[CH:35]=[O:36].[Cl:1][c:2]1[cH:3][cH:4][c:5]2[n:6]([n:7]1)[n:8][c:9]([C:11](=[O:12])[OH:13])[n:10]2.[ClH:23].[OH2:31]>>[Cl:1][c:2]1[cH:3][cH:4][c:5]2[n:6]([n:7]1)[n:8][c:9]([C:11](=[O:13])[NH:29][CH2:28][C:27]([O:26][CH2:24][CH3:25])=[O:30])[n:10]2. Reactants: O=C1CCC(=O)N1Br, O=C(OOC(=O)c1ccccc1)c1ccccc1, ClC(Cl)(Cl)Cl, COCOc1nc2c(c(C)nn2C)c2ccccc12. Yields the product COCOc1nc2c(c(CBr)nn2C)c2ccccc12. Reaction SMILES: [Br:20][N:21]1[C:22](=[O:23])[CH2:24][CH2:25][C:26]1=[O:27].[C:28]([O:29][O:30][C:31](=[O:32])[c:33]1[cH:34][cH:35][cH:36][cH:37][cH:38]1)(=[O:39])[c:40]1[cH:41][cH:42][cH:43][cH:44][cH:45]1.[C:46]([Cl:47])([Cl:48])([Cl:49])[Cl:50].[CH3:1][c:2]1[n:3][n:4]([CH3:19])[c:5]2[n:6][c:7]([O:15][CH2:16][O:17][CH3:18])[c:8]3[cH:9][cH:10][cH:11][cH:12][c:13]3[c:14]12>>[CH2:1]([c:2]1[n:3][n:4]([CH3:19])[c:5]2[n:6][c:7]([O:15][CH2:16][O:17][CH3:18])[c:8]3[cH:9][cH:10][cH:11][cH:12][c:13]3[c:14]12)[Br:20]. Reactants: CCOC(=O)C1CCN(c2ccc(OC)cn2)CC1, C1CCOC1, CO, [Li+], [OH-], O, O. Product: COc1ccc(N2CCC(C(=O)O)CC2)nc1. RXN SMILES: [CH2:1]([CH3:2])[O:3][C:4](=[O:5])[CH:6]1[CH2:7][CH2:8][N:9]([c:12]2[n:13][cH:14][c:15]([O:18][CH3:19])[cH:16][cH:17]2)[CH2:10][CH2:11]1.[CH2:23]1[O:24][CH2:25][CH2:26][CH2:27]1.[CH3:28][OH:29].[Li+:21].[OH-:20].[OH2:22].[OH2:30]>>[O:3]=[C:4]([OH:5])[CH:6]1[CH2:7][CH2:8][N:9]([c:12]2[n:13][cH:14][c:15]([O:18][CH3:19])[cH:16][cH:17]2)[CH2:10][CH2:11]1. Starting materials: CC1=NC(=NO1)C1=CC=C(N)C=C1 (4-(5-methyl-1,2,4-oxadiazol-3-yl)-aniline), BrCC(=O)OCC (ethyl bromoacetate). Run in C(C)N(C(C)C)C(C)C (N-ethyl-diisopropylamine). The product is CC1=NC(=NO1)C1=CC=C(C=C1)NCC(=O)OCC (Ethyl 4-(5-methyl-1,2,4-oxadiazol-3-yl)-phenylamino-acetate). Reaction SMILES: [CH3:1][C:2]1[O:6][N:5]=[C:4]([C:7]2[CH:13]=[CH:12][C:10]([NH2:11])=[CH:9][CH:8]=2)[N:3]=1.Br[CH2:15][C:16]([O:18][CH2:19][CH3:20])=[O:17]>C(N(C(C)C)C(C)C)C>[CH3:1][C:2]1[O:6][N:5]=[C:4]([C:7]2[CH:13]=[CH:12][C:10]([NH:11][CH2:15][C:16]([O:18][CH2:19][CH3:20])=[O:17])=[CH:9][CH:8]=2)[N:3]=1. Procedure: Prepared analogously to Example 9a from 4-(5-methyl-1,2,4-oxadiazol-3-yl)-aniline and ethyl bromoacetate in N-ethyl-diisopropylamine.